From a dataset of the Open Reaction Database (ORD), a public repository of structured organic reaction records. describe an organic reaction: reactants, conditions, products, and yield The reactants are CC1=C(C(=CC(=C1)OCC1COCC1)C)C1=C2CC[C@H](C2=C(C=C1)F)OC1=CC2=C([C@@H](CO2)CC(=O)OC)C=C1 (methyl 2-((3S)-6-((1R)-4-(2,6-dimethyl-4-((tetrahydrofuran-3-yl)methoxy)phenyl)-7-fluoro-2,3-dihydro-1H-inden-1-yloxy)-2,3-dihydrobenzofuran-3-yl)acetate). Run in C(C)(C)O (Isopropanol). The product is CC1=C(C(=CC(=C1)OCC1COCC1)C)C1=C2CC[C@H](C2=C(C=C1)F)OC1=CC2=C([C@@H](CO2)CC(=O)O)C=C1 (2-((3S)-6-((1R)-4-(2,6-dimethyl-4-((tetrahydrofuran-3-yl)methoxy)phenyl)-7-fluoro-2,3-dihydro-1H-inden-1-yloxy)-2,3-dihydrobenzofuran-3-yl)acetic acid). Reaction SMILES: [CH3:1][C:2]1[CH:7]=[C:6]([O:8][CH2:9][CH:10]2[CH2:14][CH2:13][O:12][CH2:11]2)[CH:5]=[C:4]([CH3:15])[C:3]=1[C:16]1[CH:24]=[CH:23][C:22]([F:25])=[C:21]2[C:17]=1[CH2:18][CH2:19][C@H:20]2[O:26][C:27]1[CH:40]=[CH:39][C:30]2[C@H:31]([CH2:34][C:35]([O:37]C)=[O:36])[CH2:32][O:33][C:29]=2[CH:28]=1>C(O)(C)C>[CH3:15][C:4]1[CH:5]=[C:6]([O:8][CH2:9][CH:10]2[CH2:14][CH2:13][O:12][CH2:11]2)[CH:7]=[C:2]([CH3:1])[C:3]=1[C:16]1[CH:24]=[CH:23][C:22]([F:25])=[C:21]2[C:17]=1[CH2:18][CH2:19][C@H:20]2[O:26][C:27]1[CH:40]=[CH:39][C:30]2[C@H:31]([CH2:34][C:35]([OH:37])=[O:36])[CH2:32][O:33][C:29]=2[CH:28]=1. Procedure details: The title compound is prepared from methyl 2-((3S)-6-((1R)-4-(2,6-dimethyl-4-((tetrahydrofuran-3-yl)methoxy)phenyl)-7-fluoro-2,3-dihydro-1H-inden-1-yloxy)-2,3-dihydrobenzofuran-3-yl)acetate following a procedure analogous to that described in example 1. Isopropanol is used instead of methanol. LC (method 1): tR=1.42 min; Mass spectrum (ESI+): m/z=533 [M+H]+.